This data is from the Open Reaction Database (ORD), a public repository of structured organic reaction records. The task is: describe an organic reaction: reactants, conditions, products, and yield The reactants are ClC1=CC=C(C=C1)C1CC(CC(C1)=O)=O (5-(4-Chloro-phenyl)-cyclohexane-1,3-dione), COC(N(C)C)OC (N,N-dimethylformamide dimethylacetal). Yields the product ClC1=CC=C(C=C1)C1CC(C(C(C1)=O)=CN(C)C)=O (5-(4-Chloro-phenyl)-2-dimethylaminomethylene-cyclohexane-1,3-dione). As a reaction SMILES: [Cl:1][C:2]1[CH:7]=[CH:6][C:5]([CH:8]2[CH2:13][C:12](=[O:14])[CH2:11][C:10](=[O:15])[CH2:9]2)=[CH:4][CH:3]=1.CO[CH:18](OC)[N:19]([CH3:21])[CH3:20]>>[Cl:1][C:2]1[CH:7]=[CH:6][C:5]([CH:8]2[CH2:13][C:12](=[O:14])[C:11](=[CH:18][N:19]([CH3:21])[CH3:20])[C:10](=[O:15])[CH2:9]2)=[CH:4][CH:3]=1. Procedure: 5-(4-Chloro-phenyl)-cyclohexane-1,3-dione (1.0 g, 4.5 mmol) was suspended in N,N-dimethylformamide dimethylacetal (5 ml) and heated at reflux for 4 h. The reaction mixture was cooled to ambient temperature and the precipitate was filtered, washed with diethyl ether and dried under air suction. The required product was obtained as a yellow solid which was used in the next step without further purification. The reactants are C(O)([O-])=O.[Na+] (sodium hydrogencarbonate), S(=O)(Cl)Cl (thionyl chloride), N1=CC=CC=C1 (pyridine), C(C1=CC=CC=C1)OC1=CC=C(C=C1)CCCO (3-(4-Benzyloxyphenyl)propanol). The solvent is C1(=CC=CC=C1)C (toluene). Run at temperature 80 celsius, time 2 hour. Yields the product C(C1=CC=CC=C1)OC1=CC=C(C=C1)CCCCl (3-(4-benzyloxyphenyl)propyl chloride). Isolated yield 80.5%. As a reaction SMILES: [CH2:1]([O:8][C:9]1[CH:14]=[CH:13][C:12]([CH2:15][CH2:16][CH2:17]O)=[CH:11][CH:10]=1)[C:2]1[CH:7]=[CH:6][CH:5]=[CH:4][CH:3]=1.S(Cl)([Cl:21])=O.N1C=CC=CC=1.C(=O)([O-])O.[Na+]>C1(C)C=CC=CC=1>[CH2:1]([O:8][C:9]1[CH:14]=[CH:13][C:12]([CH2:15][CH2:16][CH2:17][Cl:21])=[CH:11][CH:10]=1)[C:2]1[CH:7]=[CH:6][CH:5]=[CH:4][CH:3]=1 |f:3.4|. Procedure details: 3-(4-Benzyloxyphenyl)propanol produced in Example 193-(1) (1.5 g) was dissolved in toluene (30 ml). To the solution were added thionyl chloride (0.88 g) and pyridine (0.1 ml). The mixture was stirred for 2 hours at 80° C. The reaction mixture was cooled, to which was added saturated sodium hydrogencarbonate to cause decomposition, followed by extraction with ethyl acetate. The organic layer was washed with water and dried over anhydrous sodium sulfate. The solvent was distilled off to leave 3-(4... Starting materials: CC1(OB(OC1(C)C)C1=CC=C(C=C1)C1=CN=C(N1)[C@H]1N(CCC1)C(=O)OC(C)(C)C)C ((S)-tert-butyl 2-(5-(4-(4,4,5,5-tetramethyl-1,3,2-dioxaborolan-2-yl)phenyl)-1H-imidazol-2-yl)pyrrolidine-1-carboxylate), IC1=CC=C(C=C1)C1=CC(=NN1)[C@H]1N(CCC1)C(=O)OC(C)(C)C ((S)-tert-butyl 2-(5-(4-iodophenyl)-1H-pyrazol-3-yl)pyrrolidine-1-carboxylate), C(=O)(O)[O-].[Na+] (NaHCO3). The reagents and catalysts are C=1C=CC(=CC1)[P](C=2C=CC=CC2)(C=3C=CC=CC3)[Pd]([P](C=4C=CC=CC4)(C=5C=CC=CC5)C=6C=CC=CC6)([P](C=7C=CC=CC7)(C=8C=CC=CC8)C=9C=CC=CC9)[P](C=1C=CC=CC1)(C=1C=CC=CC1)C=1C=CC=CC1 (Pd(PPh3)4). Run in C(C)(=O)OCC.O (ethyl acetate H2O), COCCOC (DME), O (H2O). Run at temperature 80 celsius. Yields the product C(C)(C)(C)OC(=O)N1[C@@H](CCC1)C=1NC(=CN1)C1=CC=C(C=C1)C1=CC=C(C=C1)C1=CC(=NN1)[C@H]1N(CCC1)C(=O)OC(C)(C)C ((S)-tert-butyl 2-(5-(4′-(2-((S)-1-(tert-butoxycarbonyl)pyrrolidin-2-yl)-1H-imidazol-5-yl)biphenyl-4-yl)-1H-pyrazol-3-yl)pyrrolidine-1-carboxylate). Yield: 42.8%. Reaction SMILES: CC1(C)C(C)(C)OB([C:9]2[CH:14]=[CH:13][C:12]([C:15]3[NH:19][C:18]([C@@H:20]4[CH2:24][CH2:23][CH2:22][N:21]4[C:25]([O:27][C:28]([CH3:31])([CH3:30])[CH3:29])=[O:26])=[N:17][CH:16]=3)=[CH:11][CH:10]=2)O1.I[C:34]1[CH:39]=[CH:38][C:37]([C:40]2[NH:44][N:43]=[C:42]([C@@H:45]3[CH2:49][CH2:48][CH2:47][N:46]3[C:50]([O:52][C:53]([CH3:56])([CH3:55])[CH3:54])=[O:51])[CH:41]=2)=[CH:36][CH:35]=1.C([O-])(O)=O.[Na+]>COCCOC.O.C(OCC)(=O)C.O.C1C=CC([P]([Pd]([P](C2C=CC=CC=2)(C2C=CC=CC=2)C2C=CC=CC=2)([P](C2C=CC=CC=2)(C2C=CC=CC=2)C2C=CC=CC=2)[P](C2C=CC=CC=2)(C2C=CC=CC=2)C2C=CC=CC=2)(C2C=CC=CC=2)C2C=CC=CC=2)=CC=1>[C:28]([O:27][C:25]([N:21]1[CH2:22][CH2:23][CH2:24][C@H:20]1[C:18]1[NH:19][C:15]([C:12]2[CH:13]=[CH:14][C:9]([C:34]3[CH:39]=[CH:38][C:37]([C:40]4[NH:44][N:43]=[C:42]([C@@H:45]5[CH2:49][CH2:48][CH2:47][N:46]5[C:50]([O:52][C:53]([CH3:56])([CH3:55])[CH3:54])=[O:51])[CH:41]=4)=[CH:36][CH:35]=3)=[CH:10][CH:11]=2)=[CH:16][N:17]=1)=[O:26])([CH3:31])([CH3:29])[CH3:30] |f:2.3,6.7,^1:79,81,100,119|. Reported procedure: A mixture of (S)-tert-butyl 2-(5-(4-(4,4,5,5-tetramethyl-1,3,2-dioxaborolan-2-yl)phenyl)-1H-imidazol-2-yl)pyrrolidine-1-carboxylate (17) (Scheme 9; 0.138 g, 0.314 mmol), (S)-tert-butyl 2-(5-(4-iodophenyl)-1H-pyrazol-3-yl)pyrrolidine-1-carboxylate 8 (0.141 g, 0.321 mmol), NaHCO3 (0.110 g, 1.31 mmol) and Pd(PPh3)4 (0.024 g, 0.0208 mmol) in a mixture of DME (3 mL) and H2O (1 mL) was heated at 80° C. under Ar for 12 hours. The cooled mixture was diluted with ethyl acetate/H2O, the layers separated a... Reactants: FC=1C=C2C(CC(OC2=CC1)(C)C)=O (6-fluoro-2,2-dimethyl-chroman-4-one), C(C)O (ethanol), [H][H] (hydrogen). Reagents/catalysts: [Cr](=O)([O-])[O-].[Cu+2] (copper chromite). Product: CC(C)(CCC1=C(C=CC(=C1)F)O)O (2-(3-Hydroxy-3-methyl)butyl-4-fluorophenol). As a reaction SMILES: [F:1][C:2]1[CH:3]=[C:4]2[C:9](=[CH:10][CH:11]=1)[O:8][C:7]([CH3:13])([CH3:12])[CH2:6][C:5]2=O.[H][H].C([OH:19])C>[Cr]([O-])([O-])=O.[Cu+2]>[CH3:12][C:7]([OH:19])([CH2:6][CH2:5][C:4]1[CH:3]=[C:2]([F:1])[CH:11]=[CH:10][C:9]=1[OH:8])[CH3:13] |f:3.4|. Procedure: A solution of 6-fluoro-2,2-dimethyl-chroman-4-one (EP 193493; 1 equiv.) in ethanol (0.24 M) was treated with copper chromite (0.6 equiv.). The reaction was heated to 200° C. for 6 hours at 3000 psi of hydrogen gas. The reaction was filtered and concentrated to a solid. The crude material was recrystallized form hot hexanes to give the title compound. MS found 198 [M+H]+ Reactants: Cl (HCl), COC=1C=C(C=CC1B1OC(C(O1)(C)C)(C)C)C=1SC=CN1 (2-(3-methoxy-4-(4,4,5,5-tetramethyl-1,3,2-dioxaborolan-2-yl)phenyl)thiazole), ClC1=NC=CC2=CC(=CC=C12)S(=O)(=O)NC1=NC=NC=C1 (1-chloro-N-(pyrimidin-4-yl)isoquinoline-6-sulfonamide), C([O-])([O-])=O.[K+].[K+] (potassium carbonate). The reagents and catalysts are C1=CC=C(C=C1)P([C-]2C=CC=C2)C3=CC=CC=C3.C1=CC=C(C=C1)P([C-]2C=CC=C2)C3=CC=CC=C3.Cl[Pd]Cl.[Fe+2].C(Cl)Cl (PdCl2(dppf) CH2Cl2). Run in O1CCOCC1 (dioxane). Run at time 10 minute. Yields the product COC1=C(C=CC(=C1)C=1SC=CN1)C1=NC=CC2=CC(=CC=C12)S(=O)(=O)NC1=NC=NC=C1 (1-(2-methoxy-4-(thiazol-2-yl)phenyl)-N-(pyrimidin-4-yl)isoquinoline-6-sulfonamide). The yield is 68.4%. Reaction SMILES: [CH3:1][O:2][C:3]1[CH:4]=[C:5]([C:18]2[S:19][CH:20]=[CH:21][N:22]=2)[CH:6]=[CH:7][C:8]=1B1OC(C)(C)C(C)(C)O1.Cl[C:24]1[C:33]2[C:28](=[CH:29][C:30]([S:34]([NH:37][C:38]3[CH:43]=[CH:42][N:41]=[CH:40][N:39]=3)(=[O:36])=[O:35])=[CH:31][CH:32]=2)[CH:27]=[CH:26][N:25]=1.C(=O)([O-])[O-].[K+].[K+].Cl>O1CCOCC1.C1C=CC(P(C2C=CC=CC=2)[C-]2C=CC=C2)=CC=1.C1C=CC(P(C2C=CC=CC=2)[C-]2C=CC=C2)=CC=1.Cl[Pd]Cl.[Fe+2].C(Cl)Cl>[CH3:1][O:2][C:3]1[CH:4]=[C:5]([C:18]2[S:19][CH:20]=[CH:21][N:22]=2)[CH:6]=[CH:7][C:8]=1[C:24]1[C:33]2[C:28](=[CH:29][C:30]([S:34]([NH:37][C:38]3[CH:43]=[CH:42][N:41]=[CH:40][N:39]=3)(=[O:35])=[O:36])=[CH:31][CH:32]=2)[CH:27]=[CH:26][N:25]=1 |f:2.3.4,7.8.9.10.11|. Reported procedure: A solution of PdCl2(dppf)-CH2Cl2 adduct (0.127 g, 0.156 mmol), 2-(3-methoxy-4-(4,4,5,5-tetramethyl-1,3,2-dioxaborolan-2-yl)phenyl)thiazole (Intermediate OOOOO; 0.643 g, 2.026 mmol), 1-chloro-N-(pyrimidin-4-yl)isoquinoline-6-sulfonamide (Intermediate GG) (0.500 g, 1.559 mmol), and potassium carbonate (0.862 g, 6.24 mmol) in 6 mL dioxane/2 mL water was heated to 110° C. for 2 hours. LC/MS showed mostly product, so the reaction mixture was allowed to cool to room temperature. The aqueous layer was ... Reactants: FC1=C(C(=C(C=C1C)O)C)NCC1=C(C=CC(=C1)C1=CC(=CC=C1)F)F (4-fluoro-3-[[2-fluoro-5-(3-fluorophenyl)phenyl]methylamino]-2,5-dimethyl-phenol), C(=O)([O-])[O-].[Cs+].[Cs+] (Cs2CO3), C(=O)([O-])[O-].[Cs+].[Cs+] (Cs2CO3), BrCC(=O)OC(C)C (isopropyl bromoacetate), BrCC(=O)OC(C)C (isopropyl bromoacetate), O (water). The solvent is CN(C)C=O (DMF). Conditions: time 30 minute. The product is FC1=C(C(=C(OCC(=O)OC(C)C)C=C1C)C)NCC1=C(C=CC(=C1)C1=CC(=CC=C1)F)F (Isopropyl 2-[4-fluoro-3-[[2-fluoro-5-(3-fluorophenyl)phenyl]methylamino]-2,5-dimethyl-phenoxy]acetate). Isolated yield 79.3%. Reaction SMILES: [F:1][C:2]1[C:7]([CH3:8])=[CH:6][C:5]([OH:9])=[C:4]([CH3:10])[C:3]=1[NH:11][CH2:12][C:13]1[CH:18]=[C:17]([C:19]2[CH:24]=[CH:23][CH:22]=[C:21]([F:25])[CH:20]=2)[CH:16]=[CH:15][C:14]=1[F:26].C([O-])([O-])=O.[Cs+].[Cs+].Br[CH2:34][C:35]([O:37][CH:38]([CH3:40])[CH3:39])=[O:36].O>CN(C=O)C>[F:1][C:2]1[C:7]([CH3:8])=[CH:6][C:5]([O:9][CH2:34][C:35]([O:37][CH:38]([CH3:40])[CH3:39])=[O:36])=[C:4]([CH3:10])[C:3]=1[NH:11][CH2:12][C:13]1[CH:18]=[C:17]([C:19]2[CH:24]=[CH:23][CH:22]=[C:21]([F:25])[CH:20]=2)[CH:16]=[CH:15][C:14]=1[F:26] |f:1.2.3|. Procedure: To a solution of 4-fluoro-3-[[2-fluoro-5-(3-fluorophenyl)phenyl]methylamino]-2,5-dimethyl-phenol (220 mg, 0.62 mmol, 1.0 eq) in DMF (6 mL) was added Cs2CO3 (301 mg, 0.92 mmol, 1.5 eq) at room temperature. The reaction mixture was stirred for 30 min, then isopropyl bromoacetate (134 mg, 0.74 mmol, 1.2 eq) was added. The reaction mixture was stirred at room temperature for 1 h. TLC showed the starting material was not consumed. A further portion of Cs2CO3 (300 mg, 0.92 mmol, 1.5 eq) was added and ...